From a dataset of the Open Reaction Database (ORD), a public repository of structured organic reaction records. describe an organic reaction: reactants, conditions, products, and yield Starting materials: C(C1=CC=CC=C1)(=O)NC1=C2N=CN(C2=NC=N1)[C@H]1[C@H](O)[C@@H]([C@H](O1)C(=O)O)NC(CCC1=CC=CC=C1)=O (1-(6-Benzoylamino-9H-purin-9-yl)-3-(3-phenylpropionylamino)-1,3-dideoxy-β-D-ribofuranuronic acid), C(CCC)N (n-butylamine). Yields the product NC1=C2N=CN(C2=NC=N1)[C@H]1[C@H](O)[C@@H]([C@H](O1)C(=O)O)NC(CCC1=CC=CC=C1)=O (1-(6-Amino-9H-purin-9-yl)-3-(3-phenylpropionylamino)-1,3-dideoxy-β-D-ribofuranuronic acid). The yield is 30.5%. Reaction SMILES: C([NH:9][C:10]1[N:18]=[CH:17][N:16]=[C:15]2[C:11]=1[N:12]=[CH:13][N:14]2[C@@H:19]1[O:24][C@H:23]([C:25]([OH:27])=[O:26])[C@@H:22]([NH:28][C:29](=[O:38])[CH2:30][CH2:31][C:32]2[CH:37]=[CH:36][CH:35]=[CH:34][CH:33]=2)[C@H:20]1[OH:21])(=O)C1C=CC=CC=1.C(N)CCC>>[NH2:9][C:10]1[N:18]=[CH:17][N:16]=[C:15]2[C:11]=1[N:12]=[CH:13][N:14]2[C@@H:19]1[O:24][C@H:23]([C:25]([OH:27])=[O:26])[C@@H:22]([NH:28][C:29](=[O:38])[CH2:30][CH2:31][C:32]2[CH:37]=[CH:36][CH:35]=[CH:34][CH:33]=2)[C@H:20]1[OH:21]. Reported procedure: 1-(6-Amino-9H-purin-9-yl)-3-(3-phenylpropionylamino)-1,3-dideoxy-β-D-ribofuranuronic acid (89 mg) was prepared by reacting 1-(6-benzoylamino-9H-purin-9-yl)-3-(3-phenylpropionylamino)-1,3-dideoxy-β-D-ribofuranuronic acid (365 mg) prepared in Example 18 with n-butylamine (3 ml) according to a similar manner to that of Example 23, mp. 191°-197° C. (dec.). Reactants: O=C(n1ccnc1)n1ccnc1, CCCC12CCC(=O)C=C1c1c(cc(OCC(=O)O)c(Cl)c1Cl)CC2, C1CCOC1, CC(C)(O)C(=O)O. Product: CCCC12CCC(=O)C=C1c1c(cc(OCC(=O)OC(C)(C)C(=O)O)c(Cl)c1Cl)CC2. As a reaction SMILES: [C:26]([n:27]1[cH:28][cH:29][n:30][cH:31]1)([n:32]1[cH:33][cH:34][n:35][cH:36]1)=[O:37].[Cl:1][c:2]1[c:3]([O:21][CH2:22][C:23](=[O:24])[OH:25])[cH:4][c:5]2[c:14]([c:15]1[Cl:16])[C:13]1=[CH:12][C:11](=[O:17])[CH2:10][CH2:9][C:8]1([CH2:18][CH2:19][CH3:20])[CH2:7][CH2:6]2.[O:45]1[CH2:46][CH2:47][CH2:48][CH2:49]1.[OH:38][C:39]([C:40](=[O:41])[OH:42])([CH3:43])[CH3:44]>>[Cl:1][c:2]1[c:3]([O:21][CH2:22][C:23](=[O:24])[O:25][C:39]([C:40](=[O:41])[OH:42])([CH3:43])[CH3:44])[cH:4][c:5]2[c:14]([c:15]1[Cl:16])[C:13]1=[CH:12][C:11](=[O:17])[CH2:10][CH2:9][C:8]1([CH2:18][CH2:19][CH3:20])[CH2:7][CH2:6]2. Reactants: C(C)(=O)C1=C(C(=C(OCC(COC2=CC=C3C=CC(=CC3=C2CCC)C(=O)O)O)C=C1)CCC)O (7-[3-(4-acetyl-3-hydroxy-2-propylphenoxy)-2-hydroxypropoxy]-8-propylnaphthalene-2-carboxylic acid), C([O-])(O)=O.[Na+] (sodium bicarbonate). The product is C(C)(=O)C1=C(C(=C(OCC(COC2=CC=C3C=CC(=CC3=C2CCC)C(=O)[O-])O)C=C1)CCC)O.[Na+] (sodium 7-[3-(4-acetyl-3-hydroxy-2-propylphenoxy)-2-hydroxypropoxy]-8-propylnaphthalene-2-carboxylate). The yield is 85.7%. RXN SMILES: [C:1]([C:4]1[CH:31]=[CH:30][C:7]([O:8][CH2:9][CH:10]([OH:29])[CH2:11][O:12][C:13]2[C:22]([CH2:23][CH2:24][CH3:25])=[C:21]3[C:16]([CH:17]=[CH:18][C:19]([C:26]([OH:28])=[O:27])=[CH:20]3)=[CH:15][CH:14]=2)=[C:6]([CH2:32][CH2:33][CH3:34])[C:5]=1[OH:35])(=[O:3])[CH3:2].C(=O)(O)[O-].[Na+:40]>>[C:1]([C:4]1[CH:31]=[CH:30][C:7]([O:8][CH2:9][CH:10]([OH:29])[CH2:11][O:12][C:13]2[C:22]([CH2:23][CH2:24][CH3:25])=[C:21]3[C:16]([CH:17]=[CH:18][C:19]([C:26]([O-:28])=[O:27])=[CH:20]3)=[CH:15][CH:14]=2)=[C:6]([CH2:32][CH2:33][CH3:34])[C:5]=1[OH:35])(=[O:3])[CH3:2].[Na+:40] |f:1.2,3.4|. Procedure: 7-[3-(4-acetyl-3-hydroxy-2-propylphenoxy)-2-hydroxypropoxy]-8-propylnaphthalene-2-carboxylic acid (9.377 g) was treated with an aqueous solution of sodium bicarbonate (1.640 g) and the resulting solution was freeze-dried to afford sodium 7-[3-(4-acetyl-3-hydroxy-2-propylphenoxy)-2-hydroxypropoxy]-8-propylnaphthalene-2-carboxylate (8.4 g). Yields the product NC(=O)C(CC(=O)O)NC(=O)c1ccc2ccccc2n1. RXN SMILES: [C:11](=[O:12])([OH:13])[O-:14].[CH3:28][O:29][CH2:30][CH2:31][O:32][CH3:33].[CH3:34][N:35]([CH3:36])[CH:37]=[O:38].[NH2:1][CH:2]([CH2:3][C:4](=[O:5])[OH:6])[C:7]([NH2:8])=[O:9].[OH2:10].[OH:15][C:16](=[O:17])[c:18]1[cH:19][cH:20][c:21]2[cH:22][cH:23][cH:24][cH:25][c:26]2[n:27]1>>[NH:1]([CH:2]([CH2:3][C:4](=[O:5])[OH:6])[C:7]([NH2:8])=[O:9])[C:16](=[O:15])[c:18]1[cH:19][cH:20][c:21]2[cH:22][cH:23][cH:24][cH:25][c:26]2[n:27]1. The reactants are O=C([O-])O, COCCOC, CN(C)C=O, NC(=O)C(N)CC(=O)O, O, O=C(O)c1ccc2ccccc2n1.